Task: describe an organic reaction: reactants, conditions, products, and yield. Dataset: the Open Reaction Database (ORD), a public repository of structured organic reaction records Reactants: Cl.Cl.N1(CCNCC1)C1CC2=CC=C(C=C2CC1)OC (2-Piperazinyl-6-methoxy-1,2,3,4-tetrahydronaphthalene dihydrochloride), Br (hydrobromic acid). Run at time 2.5 hour. Yields the product Br.Br.N1(CCNCC1)C1CC2=CC=C(C=C2CC1)O (2-Piperazinyl-6-hydroxy-1,2,3,4-tetrahydronapthalene dihydrobromide). RXN SMILES: Cl.Cl.[N:3]1([CH:9]2[CH2:18][CH2:17][C:16]3[C:11](=[CH:12][CH:13]=[C:14]([O:19]C)[CH:15]=3)[CH2:10]2)[CH2:8][CH2:7][NH:6][CH2:5][CH2:4]1.[BrH:21]>>[BrH:21].[BrH:21].[N:3]1([CH:9]2[CH2:18][CH2:17][C:16]3[C:11](=[CH:12][CH:13]=[C:14]([OH:19])[CH:15]=3)[CH2:10]2)[CH2:8][CH2:7][NH:6][CH2:5][CH2:4]1 |f:0.1.2,4.5.6|. Reported procedure: The product from Example 29 (0.30 g) and 48% hydrobromic acid (12 ml) were warmed for 3 hours and heated at reflux with stirring under nitrogen for 2.5 hours. The reaction mixture was evaporated to dryness, and the residue, in ethanol, was heated on a steam bath. After standing at room temperature for two days, the mixture was filtered, and the solid was dried to obtain 0.37 g of the title compound, m.p. 192°-194° C.